Dataset: the Open Reaction Database (ORD), a public repository of structured organic reaction records. Task: describe an organic reaction: reactants, conditions, products, and yield The reactants are Cc1ccc(C(=O)O)cc1B1OC(C)(C)C(C)(C)O1, COCCOC, CSc1nc(Cl)c2ccc(=O)n(-c3c(F)cccc3F)c2n1, [K+], [K+], O=C([O-])[O-], O, c1ccc(P(c2ccccc2)(c2ccccc2)[Pd](P(c2ccccc2)(c2ccccc2)c2ccccc2)(P(c2ccccc2)(c2ccccc2)c2ccccc2)P(c2ccccc2)(c2ccccc2)c2ccccc2)cc1. Yields the product CSc1nc(-c2cc(C(=O)O)ccc2C)c2ccc(=O)n(-c3c(F)cccc3F)c2n1. Reaction SMILES: [CH3:23][c:24]1[c:25]([B:33]2[O:34][C:35]([CH3:36])([CH3:37])[C:38]([CH3:39])([CH3:40])[O:41]2)[cH:26][c:27]([C:28](=[O:29])[OH:30])[cH:31][cH:32]1.[CH3:48][O:49][CH2:50][CH2:51][O:52][CH3:53].[Cl:1][c:2]1[c:3]2[c:4]([n:5][c:6]([S:8][CH3:9])[n:7]1)[n:10](-[c:15]1[c:16]([F:22])[cH:17][cH:18][cH:19][c:20]1[F:21])[c:11](=[O:14])[cH:12][cH:13]2.[K+:42].[K+:43].[O-:44][C:45]([O-:46])=[O:47].[OH2:54].[cH:55]1[cH:56][cH:57][c:58]([P:59]([Pd:60]([P:61]([c:62]2[cH:63][cH:64][cH:65][cH:66][cH:67]2)([c:68]2[cH:69][cH:70][cH:71][cH:72][cH:73]2)[c:74]2[cH:75][cH:76][cH:77][cH:78][cH:79]2)([P:80]([c:81]2[cH:82][cH:83][cH:84][cH:85][cH:86]2)([c:87]2[cH:88][cH:89][cH:90][cH:91][cH:92]2)[c:93]2[cH:94][cH:95][cH:96][cH:97][cH:98]2)[P:99]([c:100]2[cH:101][cH:102][cH:103][cH:104][cH:105]2)([c:106]2[cH:107][cH:108][cH:109][cH:110][cH:111]2)[c:112]2[cH:113][cH:114][cH:115][cH:116][cH:117]2)([c:118]2[cH:119][cH:120][cH:121][cH:122][cH:123]2)[c:124]2[cH:125][cH:126][cH:127][cH:128][cH:129]2)[cH:130][cH:131]1>>[c:2]1(-[c:25]2[c:24]([CH3:23])[cH:32][cH:31][c:27]([C:28](=[O:29])[OH:30])[cH:26]2)[c:3]2[c:4]([n:5][c:6]([S:8][CH3:9])[n:7]1)[n:10](-[c:15]1[c:16]([F:22])[cH:17][cH:18][cH:19][c:20]1[F:21])[c:11](=[O:14])[cH:12][cH:13]2. The reactants are IC=1C=C(C=CC1)NC1=C(C=NC2=CC=C(C=C12)[N+](=O)[O-])C#N (4-[(3-iodophenyl)amino]-6-nitro-quinoline-3-carbonitrile), SnCl2 dihydrate. Isolated yield 56.0%. Reaction SMILES: [I:1][C:2]1[CH:3]=[C:4]([NH:8][C:9]2[C:18]3[C:13](=[CH:14][CH:15]=[C:16]([N+:19]([O-])=O)[CH:17]=3)[N:12]=[CH:11][C:10]=2[C:22]#[N:23])[CH:5]=[CH:6][CH:7]=1>C(O)C>[NH2:19][C:16]1[CH:17]=[C:18]2[C:13](=[CH:14][CH:15]=1)[N:12]=[CH:11][C:10]([C:22]#[N:23])=[C:9]2[NH:8][C:4]1[CH:5]=[CH:6][CH:7]=[C:2]([I:1])[CH:3]=1. Procedure details: A mixture of 6.70 g (16.1 mmol) 4-[(3-iodophenyl)amino]-6-nitro-quinoline-3-carbonitrile, 300 ml ethanol, and 18.2 g (80.5 mmol) SnCl2 dihydrate was heated to reflux under N2. Removed heat at 2 hours, added ice water. Added sodium bicarbonate until pH was basic, forming a thick yellow mixture. Stirred for 2½ hours. Extracted with chloroform, stirred organic portion with Darco and filtered through magnesium sulfate. Stripped solvent and dried in vacuo, giving 3.48 g of yellow-brown solid: mass sp... Run in C(C)O (ethanol). The product is NC=1C=C2C(=C(C=NC2=CC1)C#N)NC1=CC(=CC=C1)I (6-Amino-4-[(3-iodophenyl)amino]-quinoline-3-carbonitrile). Starting materials: [Br-], NC(Cc1ccccc1)(c1cc(F)cc(C(F)(F)F)c1)c1ccc(F)c(Br)c1, CC(C)C[Zn+], C1CCOC1, CN1CCCC1=O, CCOC(C)=O. Yields the product CC(C)Cc1cc(C(N)(Cc2ccccc2)c2cc(F)cc(C(F)(F)F)c2)ccc1F. Reaction SMILES: [Br-:1].[Br:7][c:8]1[cH:9][c:10]([C:15]([CH2:16][c:17]2[cH:18][cH:19][cH:20][cH:21][cH:22]2)([NH2:23])[c:24]2[cH:25][c:26]([F:34])[cH:27][c:28]([C:30]([F:31])([F:32])[F:33])[cH:29]2)[cH:11][cH:12][c:13]1[F:14].[CH2:2]([CH:3]([CH3:4])[CH3:5])[Zn+:6].[CH2:42]1[O:43][CH2:44][CH2:45][CH2:46]1.[CH3:35][N:36]1[CH2:37][CH2:38][CH2:39][C:40]1=[O:41].[CH3:47][CH2:48][O:49][C:50]([CH3:51])=[O:52]>>[CH2:2]([CH:3]([CH3:4])[CH3:5])[c:8]1[cH:9][c:10]([C:15]([CH2:16][c:17]2[cH:18][cH:19][cH:20][cH:21][cH:22]2)([NH2:23])[c:24]2[cH:25][c:26]([F:34])[cH:27][c:28]([C:30]([F:31])([F:32])[F:33])[cH:29]2)[cH:11][cH:12][c:13]1[F:14]. Starting materials: OCc1cccc(Cc2ccccc2)n1, [Cl-], CC(C)C(C(=O)O)c1ccc2ccccc2c1. The product is CC(C)C(C(=O)OCc1cccc(Cc2ccccc2)n1)c1ccc2ccccc2c1. As a reaction SMILES: [CH2:19]([c:20]1[cH:21][cH:22][cH:23][cH:24][cH:25]1)[c:26]1[cH:27][cH:28][cH:29][c:30]([CH2:32][OH:33])[n:31]1.[Cl-:1].[cH:2]1[c:3]([CH:12]([C:13](=[O:14])[OH:15])[CH:16]([CH3:17])[CH3:18])[cH:4][cH:5][c:6]2[cH:7][cH:8][cH:9][cH:10][c:11]12>>[cH:2]1[c:3]([CH:12]([C:13](=[O:14])[O:15][CH2:32][c:30]2[cH:29][cH:28][cH:27][c:26]([CH2:19][c:20]3[cH:21][cH:22][cH:23][cH:24][cH:25]3)[n:31]2)[CH:16]([CH3:17])[CH3:18])[cH:4][cH:5][c:6]2[cH:7][cH:8][cH:9][cH:10][c:11]12. Reactants: [Cl-].[NH4+] (ammonium chloride), O1CCCC1 (tetrahydrofuran), C(C)OC(CS(=O)(=O)NC1=NC=C(C(=C1)C(C1=C(C=CC(=C1)F)F)S(=O)(=O)C1=CC=C(C=C1)Cl)Cl)=O (ethyl[[[5-chloro-4-[(4-chlorophenylsulfonyl)(2,5-difluorophenyl)methyl]pyridin-2-yl]amino]sulfonyl]acetate), [H-].[Al+3].[Li+].[H-].[H-].[H-] (lithium aluminum hydride). The solvent is CCCCCC (hexane), CCOCC (ether). Run at temperature 0 celsius. Yields the product ClC=1C(=CC(=NC1)NS(=O)(=O)CCO)C(C1=C(C=CC(=C1)F)F)S(=O)(=O)C1=CC=C(C=C1)Cl (N-[5-Chloro-4-[(4-chlorophenylsulfonyl)(2,5-difluorophenyl)methyl]pyridin-2-yl]-2-hydroxyethanesulfonamide). Isolated yield 62.9%. Reaction SMILES: O1CCCC1.C([O:8][C:9](=O)[CH2:10][S:11]([NH:14][C:15]1[CH:20]=[C:19]([CH:21]([S:30]([C:33]2[CH:38]=[CH:37][C:36]([Cl:39])=[CH:35][CH:34]=2)(=[O:32])=[O:31])[C:22]2[CH:27]=[C:26]([F:28])[CH:25]=[CH:24][C:23]=2[F:29])[C:18]([Cl:40])=[CH:17][N:16]=1)(=[O:13])=[O:12])C.[H-].[Al+3].[Li+].[H-].[H-].[H-].[Cl-].[NH4+]>CCCCCC.CCOCC>[Cl:40][C:18]1[C:19]([CH:21]([S:30]([C:33]2[CH:34]=[CH:35][C:36]([Cl:39])=[CH:37][CH:38]=2)(=[O:32])=[O:31])[C:22]2[CH:27]=[C:26]([F:28])[CH:25]=[CH:24][C:23]=2[F:29])=[CH:20][C:15]([NH:14][S:11]([CH2:10][CH2:9][OH:8])(=[O:13])=[O:12])=[N:16][CH:17]=1 |f:2.3.4.5.6.7,8.9|. Procedure: To a tetrahydrofuran (5 ml) solution of ethyl[[[5-chloro-4-[(4-chlorophenylsulfonyl)(2,5-difluorophenyl)methyl]pyridin-2-yl]amino]sulfonyl]acetate (67 mg, 0.116 mmol) was added an ether solution (0.18 ml) of 1M lithium aluminum hydride at 0° C. The resulting mixture was stirred at 0° C. After the termination of the reaction was confirmed by TLC, a saturated aqueous solution of ammonium chloride was added to the reaction mixture. The resulting mixture was filtered through Celite. The filtrate was... Product: C(C)OC1=NC2=C(N1CC1=CC=C(C=C1)C1=C(C=CC=C1)C1=NN=NN1)C(=CC=C2)C(=O)OC(C)OC(=O)OC2CCCCC2 ((±)-1-(cyclohexyloxycarbonyloxy)ethyl 2-ethoxy-1-[2'-(1H-tetrazol-5-yl) biphenyl-4-yl]methylbenzimidazole-7-carboxylate). Reported procedure: In 29 mL of methylene chloride was dissolved 10.00 g of (±)-1-(cyclohexyloxycarbonyloxy)ethyl 2-ethoxy-1-[2'-(N-triphenylmethyl-1H-tetrazol-5-yl)biphenyl-4-yl]methylbenzimidazole-7-carboxylate followed by addition of 23 mL of methanol and cooling to 5° C. Then, 6 mL of methanol containing 0.53 g of hydrogen chloride as dissolved was added dropwise at 5° C. over a period of 15 minutes. The mixture was further stirred at 5° C. for 3.5 hours, at the end of which time 19 mL of ethyl acetate and 19 m... As a reaction SMILES: [CH2:1]([O:3][C:4]1[N:8]([CH2:9][C:10]2[CH:15]=[CH:14][C:13]([C:16]3[CH:21]=[CH:20][CH:19]=[CH:18][C:17]=3[C:22]3[N:26](C(C4C=CC=CC=4)(C4C=CC=CC=4)C4C=CC=CC=4)[N:25]=[N:24][N:23]=3)=[CH:12][CH:11]=2)[C:7]2[C:46]([C:50]([O:52][CH:53]([O:55][C:56]([O:58][CH:59]3[CH2:64][CH2:63][CH2:62][CH2:61][CH2:60]3)=[O:57])[CH3:54])=[O:51])=[CH:47][CH:48]=[CH:49][C:6]=2[N:5]=1)[CH3:2].CO.Cl.C(=O)([O-])O.[Na+]>C(Cl)Cl.C(OCC)(=O)C.O>[CH2:1]([O:3][C:4]1[N:8]([CH2:9][C:10]2[CH:11]=[CH:12][C:13]([C:16]3[CH:21]=[CH:20][CH:19]=[CH:18][C:17]=3[C:22]3[NH:23][N:24]=[N:25][N:26]=3)=[CH:14][CH:15]=2)[C:7]2[C:46]([C:50]([O:52][CH:53]([O:55][C:56]([O:58][CH:59]3[CH2:60][CH2:61][CH2:62][CH2:63][CH2:64]3)=[O:57])[CH3:54])=[O:51])=[CH:47][CH:48]=[CH:49][C:6]=2[N:5]=1)[CH3:2] |f:3.4|. Conditions: temperature 5 celsius, time 3 hour. Yield: 96.4%. The solvent is C(C)(=O)OCC (ethyl acetate), O (water), C(C)(=O)OCC (ethyl acetate), C(Cl)Cl (methylene chloride). Starting materials: NaCl-, CO (methanol), Cl (hydrogen chloride), C(O)([O-])=O.[Na+] (sodium hydrogen carbonate), CO (methanol), C(C)OC1=NC2=C(N1CC1=CC=C(C=C1)C1=C(C=CC=C1)C1=NN=NN1C(C1=CC=CC=C1)(C1=CC=CC=C1)C1=CC=CC=C1)C(=CC=C2)C(=O)OC(C)OC(=O)OC2CCCCC2 ((±)-1-(cyclohexyloxycarbonyloxy)ethyl 2-ethoxy-1-[2'-(N-triphenylmethyl-1H-tetrazol-5-yl)biphenyl-4-yl]methylbenzimidazole-7-carboxylate).